The task is: describe an organic reaction: reactants, conditions, products, and yield. This data is from the Open Reaction Database (ORD), a public repository of structured organic reaction records. The reactants are C=CC1CC1(NC(=O)C1CC(O)CN1C(=O)OC(C)(C)C)C(=O)OCC, Cl, C1COCCO1. Product: Cl, C=CC1CC1(NC(=O)C1CC(O)CN1)C(=O)OCC. Reaction SMILES: [C:1]([O:2][C:3](=[O:4])[N:8]1[CH:9]([C:14](=[O:15])[NH:16][C:17]2([C:22](=[O:23])[O:24][CH2:25][CH3:26])[CH:18]([CH:20]=[CH2:21])[CH2:19]2)[CH2:10][CH:11]([OH:13])[CH2:12]1)([CH3:5])([CH3:6])[CH3:7].[ClH:27].[O:28]1[CH2:29][CH2:30][O:31][CH2:32][CH2:33]1>>[ClH:27].[NH:8]1[CH:9]([C:14](=[O:15])[NH:16][C:17]2([C:22](=[O:23])[O:24][CH2:25][CH3:26])[CH:18]([CH:20]=[CH2:21])[CH2:19]2)[CH2:10][CH:11]([OH:13])[CH2:12]1.